Dataset: the Open Reaction Database (ORD), a public repository of structured organic reaction records. Task: describe an organic reaction: reactants, conditions, products, and yield Starting materials: COC(=O)CCNC(=O)c1ccc2c(c1)nc(-c1ccc(C3(NC(=O)OC(C)(C)C)CC3)cc1)n2C, ClCCl, O=C(O)C(F)(F)F. Product: COC(=O)CCNC(=O)c1ccc2c(c1)nc(-c1ccc(C3(N)CC3)cc1)n2C. As a reaction SMILES: [C:1]([O:2][C:3](=[O:4])[NH:8][C:9]1([c:12]2[cH:13][cH:14][c:15](-[c:18]3[n:19][c:20]4[c:21]([n:22]3[CH3:23])[cH:24][cH:25][c:26]([C:28](=[O:29])[NH:30][CH2:31][CH2:32][C:33](=[O:34])[O:35][CH3:36])[cH:27]4)[cH:16][cH:17]2)[CH2:10][CH2:11]1)([CH3:5])([CH3:6])[CH3:7].[CH2:44]([Cl:45])[Cl:46].[OH:37][C:38]([C:39]([F:40])([F:41])[F:42])=[O:43]>>[NH2:8][C:9]1([c:12]2[cH:13][cH:14][c:15](-[c:18]3[n:19][c:20]4[c:21]([n:22]3[CH3:23])[cH:24][cH:25][c:26]([C:28](=[O:29])[NH:30][CH2:31][CH2:32][C:33](=[O:34])[O:35][CH3:36])[cH:27]4)[cH:16][cH:17]2)[CH2:10][CH2:11]1. Starting materials: C(C)OC(CC=1C=C(C=C(C1)OS(=O)(=O)C(F)(F)F)C1=CC=C(C=C1)C(F)(F)F)=O ((5-trifluoromethanesulfonyloxy-4′-trifluoromethyl-biphenyl-3-yl)-acetic acid ethyl ester), ClC1=CC=C(C=C1)B(O)O (4-chlorophenyl boronic acid), C(=O)([O-])[O-].[K+].[K+] (K2CO3). The reagents and catalysts are [Pd].C(C)(C)(C)P(C(C)(C)C)C(C)(C)C.C(C)(C)(C)P(C(C)(C)C)C(C)(C)C (bis(tri-t-Butylphosphine) palladium (0)). Run in COCCOC (DME). The product is COC(CC=1C=C(C=C(C1)C1=CC=C(C=C1)C(F)(F)F)C1=CC=C(C=C1)Cl)=O ((4″-chloro-4-trifluoromethyl-[1,1′;3′,1″]terphenyl-5′-yl)-acetic acid methyl ester). As a reaction SMILES: [CH2:1]([O:3][C:4](=[O:30])[CH2:5][C:6]1[CH:7]=[C:8]([C:20]2[CH:25]=[CH:24][C:23]([C:26]([F:29])([F:28])[F:27])=[CH:22][CH:21]=2)[CH:9]=[C:10](OS(C(F)(F)F)(=O)=O)[CH:11]=1)C.[Cl:31][C:32]1[CH:37]=[CH:36][C:35](B(O)O)=[CH:34][CH:33]=1.C([O-])([O-])=O.[K+].[K+]>COCCOC.[Pd].C(P(C(C)(C)C)C(C)(C)C)(C)(C)C.C(P(C(C)(C)C)C(C)(C)C)(C)(C)C>[CH3:1][O:3][C:4](=[O:30])[CH2:5][C:6]1[CH:11]=[C:10]([C:35]2[CH:36]=[CH:37][C:32]([Cl:31])=[CH:33][CH:34]=2)[CH:9]=[C:8]([C:20]2[CH:25]=[CH:24][C:23]([C:26]([F:28])([F:27])[F:29])=[CH:22][CH:21]=2)[CH:7]=1 |f:2.3.4,6.7.8|. Procedure: A solution of (5-trifluoromethanesulfonyloxy-4′-trifluoromethyl-biphenyl-3-yl)-acetic acid ethyl ester (100 mg, 0.2 mmol), 4-chlorophenyl boronic acid (41 mg, 0.24 mmol), K2CO3 (2 M solution in H2O, 220 μL, 0.4 mmol) in DME (2.0 mL) was heated to 80° C. in the presence of bis(tri-t-Butylphosphine) palladium (0) (cat) for 2 hrs. The mixture was cooled to room temperature filtered, diluted with EtOAc, washed with Na2CO3, dil HCl, brine, dried (MgSO4) and evaporated under reduced pressure to give a... Reactants: FC1=CC(=C(N)C=C1)C(F)(F)F (4-fluoro-2-(trifluoromethyl)aniline), COC(CS(=O)(=O)Cl)=O (chlorosulfonylacetic acid methyl ester). Solvent: N1=CC=CC=C1 (pyridine), ClCCl (dichloromethane), ClCCl (dichloromethane). Reaction conditions: temperature 0 celsius, time 6 hour. The product is COC(CS(NC1=C(C=C(C=C1)F)C(F)(F)F)(=O)=O)=O (2-[N-(4-Fluoro-2-trifluoromethylphenyl)sulfamoyl]acetic Acid Methyl Ester). As a reaction SMILES: [F:1][C:2]1[CH:8]=[CH:7][C:5]([NH2:6])=[C:4]([C:9]([F:12])([F:11])[F:10])[CH:3]=1.[CH3:13][O:14][C:15](=[O:21])[CH2:16][S:17](Cl)(=[O:19])=[O:18]>N1C=CC=CC=1.ClCCl>[CH3:13][O:14][C:15](=[O:21])[CH2:16][S:17](=[O:19])(=[O:18])[NH:6][C:5]1[CH:7]=[CH:8][C:2]([F:1])=[CH:3][C:4]=1[C:9]([F:10])([F:11])[F:12]. Procedure: 5 g (27.64 mmol) of 4-fluoro-2-(trifluoromethyl)aniline is dissolved in 25 ml of dry pyridine, and the solution is cooled to 0° C. While maintaining the temperature, a solution of 4.82 g (27.4 mmol) of chlorosulfonylacetic acid methyl ester in 20 ml of dichloromethane is added dropwise to the cooled solution during the course of about 10 minutes. Then the mixture is stirred for 6 hours at room temperature. The reaction solution is then diluted with 100 ml of dichloromethane, the pyridine is extr...